This data is from the Open Reaction Database (ORD), a public repository of structured organic reaction records. The task is: describe an organic reaction: reactants, conditions, products, and yield The reactants are [Al+3], O=C1c2ccccc2C(=O)N1C1Cc2ccccc2C1, CC(C)C(=O)Cl, [Cl-], [Cl-], [Cl-], CC(Cl)Cl, Cl, O. Product: CC(C)C(=O)c1ccc2c(c1)CC(N1C(=O)c3ccccc3C1=O)C2. RXN SMILES: [Al+3:2].[C:11]1(=[O:30])[N:12]([CH:21]2[CH2:22][c:23]3[cH:24][cH:25][cH:26][cH:27][c:28]3[CH2:29]2)[C:13](=[O:20])[c:14]2[cH:15][cH:16][cH:17][cH:18][c:19]21.[CH3:5][CH:6]([C:7](=[O:8])[Cl:9])[CH3:10].[Cl-:1].[Cl-:3].[Cl-:4].[Cl:32][CH:33]([Cl:34])[CH3:35].[ClH:31].[OH2:36]>>[CH3:5][CH:6]([C:7](=[O:8])[c:25]1[cH:24][c:23]2[c:28]([cH:27][cH:26]1)[CH2:29][CH:21]([N:12]1[C:11](=[O:30])[c:19]3[c:14]([cH:15][cH:16][cH:17][cH:18]3)[C:13]1=[O:20])[CH2:22]2)[CH3:10]. The reactants are Br, CCOC(C)=O, COc1ccc(Cn2c(-c3ccccc3)nc(Cl)c2CC(=O)O)cc1C, O. Yields the product Cc1cc(Cn2c(-c3ccccc3)nc(Cl)c2CC(=O)O)ccc1O. Reaction SMILES: [BrH:28].[CH3:29][CH2:30][O:31][C:32](=[O:33])[CH3:34].[Cl:1][c:2]1[n:3][c:4](-[c:21]2[cH:22][cH:23][cH:24][cH:25][cH:26]2)[n:5]([CH2:11][c:12]2[cH:13][c:14]([CH3:20])[c:15]([O:18][CH3:19])[cH:16][cH:17]2)[c:6]1[CH2:7][C:8](=[O:9])[OH:10].[OH2:27]>>[Cl:1][c:2]1[n:3][c:4](-[c:21]2[cH:22][cH:23][cH:24][cH:25][cH:26]2)[n:5]([CH2:11][c:12]2[cH:13][c:14]([CH3:20])[c:15]([OH:18])[cH:16][cH:17]2)[c:6]1[CH2:7][C:8](=[O:9])[OH:10].